Dataset: the Open Reaction Database (ORD), a public repository of structured organic reaction records. Task: describe an organic reaction: reactants, conditions, products, and yield Starting materials: O=[Ag-], [Li]CCCC, CCCC[Sn](Cl)(CCCC)CCCC, Ic1ccc2ncnc(Nc3ccc(OCc4ccccc4)cc3)c2c1, C1CCOC1, Cn1cncc1C1OCCO1, Cl[Pd]Cl, c1ccc(P(CCCCP(c2ccccc2)c2ccccc2)c2ccccc2)cc1. Product: Cn1c(C2OCCO2)cnc1-c1ccc2ncnc(Nc3ccc(OCc4ccccc4)cc3)c2c1. RXN SMILES: [Ag-:95]=[O:96].[CH2:12]([Li:13])[CH2:14][CH2:15][CH3:16].[CH2:17]([Sn:18]([Cl:19])([CH2:20][CH2:21][CH2:22][CH3:23])[CH2:24][CH2:25][CH2:26][CH3:27])[CH2:28][CH2:29][CH3:30].[CH2:31]([c:32]1[cH:33][cH:34][cH:35][cH:36][cH:37]1)[O:38][c:39]1[cH:40][cH:41][c:42]([NH:45][c:46]2[n:47][cH:48][n:49][c:50]3[cH:51][cH:52][c:53]([I:56])[cH:54][c:55]23)[cH:43][cH:44]1.[CH2:57]1[O:58][CH2:59][CH2:60][CH2:61]1.[CH3:1][n:2]1[cH:3][n:4][cH:5][c:6]1[CH:7]1[O:8][CH2:9][CH2:10][O:11]1.[Pd:62]([Cl:63])[Cl:64].[c:65]1([P:66]([c:67]2[cH:68][cH:69][cH:70][cH:71][cH:72]2)[CH2:73][CH2:74][CH2:75][CH2:76][P:77]([c:78]2[cH:79][cH:80][cH:81][cH:82][cH:83]2)[c:84]2[cH:85][cH:86][cH:87][cH:88][cH:89]2)[cH:90][cH:91][cH:92][cH:93][cH:94]1>>[CH3:1][n:2]1[c:3](-[c:53]2[cH:52][cH:51][c:50]3[n:49][cH:48][n:47][c:46]([NH:45][c:42]4[cH:41][cH:40][c:39]([O:38][CH2:31][c:32]5[cH:33][cH:34][cH:35][cH:36][cH:37]5)[cH:44][cH:43]4)[c:55]3[cH:54]2)[n:4][cH:5][c:6]1[CH:7]1[O:8][CH2:9][CH2:10][O:11]1. Reactants: ClC1=CC(=C(C=C1)C(CC(=O)C=1C=CC(NC1)=O)C1=CC=C(C=C1)S(=O)(=O)C)C (5-(3-(4-Chloro-2-methylphenyl)-3-(4-(methylsulfonyl)phenyl)propanoyl)pyridin-2(1H)-one), ICC(=O)N (2-iodoacetamide), C([O-])([O-])=O.[K+].[K+] (potassium carbonate). The product is ClC1=CC(=C(C=C1)C(CC(=O)C=1C=CC(N(C1)CC(=O)N)=O)C1=CC=C(C=C1)S(=O)(=O)C)C (2-(5-(3-(4-Chloro-2-methylphenyl)-3-(4-(methylsulfonyl)phenyl)propanoyl)-2-oxopyridin-1(2H)-yl)acetamide). Reaction SMILES: [Cl:1][C:2]1[CH:7]=[CH:6][C:5]([CH:8]([C:19]2[CH:24]=[CH:23][C:22]([S:25]([CH3:28])(=[O:27])=[O:26])=[CH:21][CH:20]=2)[CH2:9][C:10]([C:12]2[CH:13]=[CH:14][C:15](=[O:18])[NH:16][CH:17]=2)=[O:11])=[C:4]([CH3:29])[CH:3]=1.I[CH2:31][C:32]([NH2:34])=[O:33].C(=O)([O-])[O-].[K+].[K+]>>[Cl:1][C:2]1[CH:7]=[CH:6][C:5]([CH:8]([C:19]2[CH:20]=[CH:21][C:22]([S:25]([CH3:28])(=[O:26])=[O:27])=[CH:23][CH:24]=2)[CH2:9][C:10]([C:12]2[CH:13]=[CH:14][C:15](=[O:18])[N:16]([CH2:31][C:32]([NH2:34])=[O:33])[CH:17]=2)=[O:11])=[C:4]([CH3:29])[CH:3]=1 |f:2.3.4|. Procedure: In analogy to example 161, step 1, 5-(3-(4-chloro-2-methylphenyl)-3-(4-(methylsulfonyl)phenyl)propanoyl)pyridin-2(1H)-one (example 339, step 2) was reacted with 2-iodoacetamide in the presence of potassium carbonate to give the title compound as a light yellow solid, MS (ESI+): m/z=487.3 [M+H]+.